Task: describe an organic reaction: reactants, conditions, products, and yield. Dataset: the Open Reaction Database (ORD), a public repository of structured organic reaction records Starting materials: 8-phenyl lactam, N1CCNCC1 (piperazine), BrC=1C=CC2=C(NC(C3=C(N2)C=CC=C3)=O)C1 (8-bromo-5,10-dihydro-dibenzo[b,e][1,4]diazepine-11-one), C1(=CC=CC=C1)B(O)O (benzene boronic acid), C(=O)([O-])[O-].[K+].[K+] (K2CO3), Cl (HCl). The reagents and catalysts are Cl[Ti](Cl)(Cl)Cl (TiCl4), C=1C=CC(=CC1)[P](C=2C=CC=CC2)(C=3C=CC=CC3)[Pd]([P](C=4C=CC=CC4)(C=5C=CC=CC5)C=6C=CC=CC6)([P](C=7C=CC=CC7)(C=8C=CC=CC8)C=9C=CC=CC9)[P](C=1C=CC=CC1)(C=1C=CC=CC1)C=1C=CC=CC1 (Tetrakis(triphenylphosphine)palladium(0)). The solvent is CCOC(=O)C (EtOAc), O1CCOCC1 (dioxane), O1CCOCC1 (dioxane), C1(=CC=CC=C1)C.CCO.O (toluene EtOH H2O). Reaction conditions: temperature 80 celsius. Product: C1(=CC=CC=C1)C=1C=CC2=C(N=C(C3=C(N2)C=CC=C3)N3CCNCC3)C1 (8-Phenyl-11-(piperazin-1-yl)-5H-dibenzo[b,e][1,4]diazepine). Isolated yield 37.6%. As a reaction SMILES: Br[C:2]1[CH:3]=[CH:4][C:5]2[NH:11][C:10]3[CH:12]=[CH:13][CH:14]=[CH:15][C:9]=3[C:8](=O)[NH:7][C:6]=2[CH:17]=1.[C:18]1(B(O)O)[CH:23]=[CH:22][CH:21]=[CH:20][CH:19]=1.C([O-])([O-])=O.[K+].[K+].[NH:33]1[CH2:38][CH2:37][NH:36][CH2:35][CH2:34]1.Cl>C1(C)C=CC=CC=1.CCO.O.CCOC(C)=O.O1CCOCC1.C1C=CC([P]([Pd]([P](C2C=CC=CC=2)(C2C=CC=CC=2)C2C=CC=CC=2)([P](C2C=CC=CC=2)(C2C=CC=CC=2)C2C=CC=CC=2)[P](C2C=CC=CC=2)(C2C=CC=CC=2)C2C=CC=CC=2)(C2C=CC=CC=2)C2C=CC=CC=2)=CC=1.Cl[Ti](Cl)(Cl)Cl>[C:18]1([C:2]2[CH:3]=[CH:4][C:5]3[NH:11][C:10]4[CH:12]=[CH:13][CH:14]=[CH:15][C:9]=4[C:8]([N:33]4[CH2:38][CH2:37][NH:36][CH2:35][CH2:34]4)=[N:7][C:6]=3[CH:17]=2)[CH:23]=[CH:22][CH:21]=[CH:20][CH:19]=1 |f:2.3.4,7.8.9,^1:66,68,87,106|. Procedure details: Tetrakis(triphenylphosphine)palladium(0) (catalytic amount) was added to a mixture of 8-bromo-5,10-dihydro-dibenzo[b,e][1,4]diazepine-11-one (166JO31) (30 mg, 0.12 mmol), benzene boronic acid (18 mg, 0.15 mmol) and K2CO3 (34 mg, 0.24 mmol) in deoxygenised toluene/EtOH/H2O (1.5 mL) and the resulting mixture was stirred at 80° C. over night. The mixture was diluted with EtOAc, washed with saturated aqueous NaHCO3-solution, dried (Na2SO4) and concentrated to give crude 8-phenyl lactam. The intermed...